Dataset: the Open Reaction Database (ORD), a public repository of structured organic reaction records. Task: describe an organic reaction: reactants, conditions, products, and yield Starting materials: Cc1ccccc1, O=C(N=C=S)c1ccco1, O=C(c1ccco1)N1CCNCC1. The product is O=C(NC(=S)N1CCN(C(=O)c2ccco2)CC1)c1ccco1. RXN SMILES: [CH3:24][c:25]1[cH:26][cH:27][cH:28][cH:29][cH:30]1.[o:14]1[c:15]([C:19](=[O:20])[N:21]=[C:22]=[S:23])[cH:16][cH:17][cH:18]1.[o:1]1[c:2]([C:6](=[O:7])[N:8]2[CH2:9][CH2:10][NH:11][CH2:12][CH2:13]2)[cH:3][cH:4][cH:5]1>>[o:1]1[c:2]([C:6](=[O:7])[N:8]2[CH2:9][CH2:10][N:11]([C:22]([NH:21][C:19]([c:15]3[o:14][cH:18][cH:17][cH:16]3)=[O:20])=[S:23])[CH2:12][CH2:13]2)[cH:3][cH:4][cH:5]1. RXN SMILES: [CH3:32][C:33](=[O:34])[CH3:35].[Cl:29][CH2:30][Cl:31].[OH:22][C:23]([C:24]([F:25])([F:26])[F:27])=[O:28].[n:1]1(-[c:6]2[cH:7][cH:8][c:9]([O:12][CH2:13][c:14]3[cH:15][cH:16][c:17]([O:18][CH3:19])[cH:20][cH:21]3)[n:10][cH:11]2)[n:2][n:3][cH:4][cH:5]1>>[n:1]1(-[c:6]2[cH:7][cH:8][c:9]([OH:12])[n:10][cH:11]2)[n:2][n:3][cH:4][cH:5]1. Starting materials: CC(C)=O, ClCCl, O=C(O)C(F)(F)F, COc1ccc(COc2ccc(-n3ccnn3)cn2)cc1. Product: Oc1ccc(-n2ccnn2)cn1.